From a dataset of the Open Reaction Database (ORD), a public repository of structured organic reaction records. describe an organic reaction: reactants, conditions, products, and yield Reactants: Cn1cnc2c1CCN(C(=O)OC(C)(C)C)C2C(F)(F)F, CO. Yields the product Cn1cnc2c1CCNC2C(F)(F)F. Reaction SMILES: [CH3:1][n:2]1[cH:3][n:4][c:5]2[c:10]1[CH2:9][CH2:8][N:7]([C:11]([O:12][C:13]([CH3:14])([CH3:15])[CH3:16])=[O:17])[CH:6]2[C:18]([F:19])([F:20])[F:21].[CH3:22][OH:23]>>[CH3:1][n:2]1[cH:3][n:4][c:5]2[c:10]1[CH2:9][CH2:8][NH:7][CH:6]2[C:18]([F:19])([F:20])[F:21]. Starting materials: BrCCOC1=C(C=C(C=C1)C(=O)C1=CC=C(C=C1)O)F ((4-(2-bromoethoxy)-3-fluorophenyl)(4-hydroxyphenyl)methanone), C(CC)(=O)C1=CC=CC=C1 (propiophenone). The product is BrCCOC1=C(C=C(C=C1)C(=C(CC)C1=CC=CC=C1)C1=CC=C(C=C1)O)F (4-(1-(4-(2-bromoethoxy)-3-fluorophenyl)-2-phenylbut-1-enyl)phenol). Isolated yield 99.6%. As a reaction SMILES: [Br:1][CH2:2][CH2:3][O:4][C:5]1[CH:10]=[CH:9][C:8]([C:11]([C:13]2[CH:18]=[CH:17][C:16]([OH:19])=[CH:15][CH:14]=2)=O)=[CH:7][C:6]=1[F:20].[C:21]([C:25]1[CH:30]=[CH:29][CH:28]=[CH:27][CH:26]=1)(=O)[CH2:22][CH3:23]>>[Br:1][CH2:2][CH2:3][O:4][C:5]1[CH:10]=[CH:9][C:8]([C:11]([C:13]2[CH:18]=[CH:17][C:16]([OH:19])=[CH:15][CH:14]=2)=[C:21]([C:25]2[CH:30]=[CH:29][CH:28]=[CH:27][CH:26]=2)[CH2:22][CH3:23])=[CH:7][C:6]=1[F:20]. Procedure: Following general procedure of McMurry reaction as described in example 1, step B, (4-(2-bromoethoxy)-3-fluorophenyl)(4-hydroxyphenyl)methanone (311 mg, 0.917 mmol) was reacted with propiophenone (246 mg, 1.83 mmol) to give 403 mg desired product (99.6% yield, Z/E=1/1) as a beige solid. Reactants: CC(Br)c1cccc2ccccc12, CCOC(=O)C(NC(C)=O)C(=O)OCC, CC[O-], CCO, [Na+]. Product: CCOC(=O)C(NC(C)=O)(C(=O)OCC)C(C)c1cccc2ccccc12. As a reaction SMILES: [Br:20][CH:21]([CH3:22])[c:23]1[cH:24][cH:25][cH:26][c:27]2[cH:28][cH:29][cH:30][cH:31][c:32]12.[CH2:1]([CH3:2])[O:3][C:4]([CH:5]([C:6](=[O:7])[O:8][CH2:9][CH3:10])[NH:11][C:12]([CH3:13])=[O:14])=[O:15].[CH3:17][CH2:18][O-:19].[CH3:33][CH2:34][OH:35].[Na+:16]>>[CH2:1]([CH3:2])[O:3][C:4]([C:5]([C:6](=[O:7])[O:8][CH2:9][CH3:10])([NH:11][C:12]([CH3:13])=[O:14])[CH:21]([CH3:22])[c:23]1[cH:24][cH:25][cH:26][c:27]2[cH:28][cH:29][cH:30][cH:31][c:32]12)=[O:15]. Reactants: C(C=C)N (allylamine), C1(=CC=CC=C1)C1OC1 (2-phenyl-oxirane), O1CCCC1 (tetrahydrofuran), [Cl-].[NH4+] (ammonium chloride). Run at temperature 100 celsius. Product: C(C=C)NCC(O)C1=CC=CC=C1 (2-allylamino-1-phenyl-ethanol), C(C=C)NC(CO)C1=CC=CC=C1 (2-allylamino-2-phenyl-ethanol). As a reaction SMILES: [C:1]1([CH:7]2[CH2:9][O:8]2)[CH:6]=[CH:5][CH:4]=[CH:3][CH:2]=1.O1CCCC1.[CH2:15]([NH2:18])[CH:16]=[CH2:17].[Cl-].[NH4+]>>[CH2:15]([NH:18][CH2:9][CH:7]([C:1]1[CH:6]=[CH:5][CH:4]=[CH:3][CH:2]=1)[OH:8])[CH:16]=[CH2:17].[CH2:15]([NH:18][CH:7]([C:1]1[CH:6]=[CH:5][CH:4]=[CH:3][CH:2]=1)[CH2:9][OH:8])[CH:16]=[CH2:17] |f:3.4|. Procedure details: To a solution of 0.57 ml (5 mmol) 2-phenyl-oxirane in 5 ml tetrahydrofuran 0.26 g (1 mmol) magnesium bromide diethyl etherate was added at room temperature. The mixture was treated under argon with stirring with 0.56 ml (7.5 mmol) allylamine whereby a white suspension formed which dissolved after heating to 100° C. in a closed container. The yellow solution was heated at 100° C. for 2 hours, cooled to room temperature and stirred vigorously with 5 ml of 5N aqueous ammonium chloride solution for ... Run in O (water), O1CCCC1 (tetrahydrofuran). Isolated yield 113.2%. Reagents/catalysts: O1CCOCCOCCOCCOCCOCC1 (1,4,7,10,13,16-hexaoxacyclooctadecane). RXN SMILES: [F:1][C:2]1[CH:7]=[CH:6][C:5]([CH2:8]Cl)=[CH:4][C:3]=1[O:10][C:11]1[CH:16]=[CH:15][CH:14]=[CH:13][CH:12]=1.[C-:17]#[N:18].[K+]>O1CCCC1.O.O1CCOCCOCCOCCOCCOCC1>[F:1][C:2]1[CH:7]=[CH:6][C:5]([CH2:8][C:17]#[N:18])=[CH:4][C:3]=1[O:10][C:11]1[CH:16]=[CH:15][CH:14]=[CH:13][CH:12]=1 |f:1.2|. Yields the product FC1=C(C=C(C=C1)CC#N)OC1=CC=CC=C1 (4-fluoro-3-phenoxyphenylacetonitrile). Starting materials: FC1=C(C=C(C=C1)CCl)OC1=CC=CC=C1 (4-fluoro-3-phenoxyphenylmethyl chloride), [C-]#N.[K+] (potassium cyanide). Procedure: A stirred mixture of 5.0 grams (0.021 mole) of 4-fluoro-3-phenoxyphenylmethyl chloride, 4.1 grams (0.063 mole) of potassium cyanide and 0.6 gram (0.002 mole) of 1,4,7,10,13,16-hexaoxacyclooctadecane in 180 ml of tetrahydrofuran was heated at reflux for about four hours. After this time the reaction mixture was diluted with 180 ml of water, and then extracted with two 100 ml portions of diethyl ether. The combined ether extracts were washed with five 200 ml portions of water. The organic layer wa...